This data is from the Open Reaction Database (ORD), a public repository of structured organic reaction records. The task is: describe an organic reaction: reactants, conditions, products, and yield The reactants are ClC(Cl)Cl, Nc1ncc(CCO)s1, O=S(Cl)Cl. The product is Nc1ncc(CCCl)s1. RXN SMILES: [CH:14]([Cl:15])([Cl:16])[Cl:17].[NH2:1][c:2]1[s:3][c:4]([CH2:7][CH2:8][OH:9])[cH:5][n:6]1.[S:10]([Cl:11])([Cl:12])=[O:13]>>[NH2:1][c:2]1[s:3][c:4]([CH2:7][CH2:8][Cl:12])[cH:5][n:6]1. Starting materials: Cl.C1(=CC=CC=C1)C=1N=C(NC1C1=CC=CC=C1)SC1=C(C=C(C=C1)C(F)(F)F)N (4,5-diphenyl-2-(2-amino-4-trifluoromethylphenylthio)imidazole hydrochloride), N(=O)OCCC(C)C (isoamyl nitrite). The solvent is Cl (hydrochloric acid). Run at time 30 minute. Yields the product C1(=CC=CC=C1)C=1N=C(NC1C1=CC=CC=C1)SC1=CC=C(C=C1)C(F)(F)F (4,5-diphenyl-2-(4-trifluoromethylphenylthio)imidazole). Yield: 81.2%. Reaction SMILES: Cl.[C:2]1([C:8]2[N:9]=[C:10]([S:19][C:20]3[CH:25]=[CH:24][C:23]([C:26]([F:29])([F:28])[F:27])=[CH:22][C:21]=3N)[NH:11][C:12]=2[C:13]2[CH:18]=[CH:17][CH:16]=[CH:15][CH:14]=2)[CH:7]=[CH:6][CH:5]=[CH:4][CH:3]=1.N(OCCC(C)C)=O>Cl>[C:13]1([C:12]2[N:11]=[C:10]([S:19][C:20]3[CH:21]=[CH:22][C:23]([C:26]([F:27])([F:29])[F:28])=[CH:24][CH:25]=3)[NH:9][C:8]=2[C:2]2[CH:3]=[CH:4][CH:5]=[CH:6][CH:7]=2)[CH:14]=[CH:15][CH:16]=[CH:17][CH:18]=1 |f:0.1|. Reported procedure: 2.24 g of 4,5-diphenyl-2-(2-amino-4-trifluoromethylphenylthio)imidazole hydrochloride is dissolved in 100 ml of methanolic hydrochloric acid and combined at 0° with 0.586 g of isoamyl nitrite. The mixture is agitated for 30 minutes, then heated to boiling for 2 hours and the solution evaporated under vacuum to dryness. The residue is distributed between ethyl acetate and sodium bicarbonate solution. The organic solution is dried over sodium sulfate and concentrated to dryness under vacuum. The r... Reactants: C1CCOC1 (THF), C1(=CC=CC=C1)C (toluene), amine, C1(=CC=C(C=C1)S(=O)(=O)O)C.S1C(C=C2CNCCC21)=O (5,6,7,7a-tetrahydro-4H-thieno[3,2-c]pyridine-2-on p-toluenesulfonate), ( II ), BrC(C(=O)C1CC1)C1=C(C=CC=C1)F (2-bromo-1-cyclopropyl-2-(2-fluorphenyl)-ethanon), ( III ). Run in CN(C)C=O (DMF), C(C)#N (acetonitrile), O (water), C(C)(=O)OCC (ethyl acetate). The product is C1(CC1)C(C(C1=C(C=CC=C1)F)N1CC=2C(CC1)SC(C2)=O)=O (5-[2-cyclopropyl-1-(2-fluorphenyl)-2-oxoethyl]-5,6,7,7a-tetrahydro-4H-thieno[3,2-c]pyridine-2-on), ( IV ). As a reaction SMILES: C1(C)C=CC(S(O)(=O)=O)=CC=1.[S:12]1[CH:20]2[C:15]([CH2:16][NH:17][CH2:18][CH2:19]2)=[CH:14][C:13]1=[O:21].Br[CH:23]([C:29]1[CH:34]=[CH:33][CH:32]=[CH:31][C:30]=1[F:35])[C:24]([CH:26]1[CH2:28][CH2:27]1)=[O:25].C1COCC1.C1(C)C=CC=CC=1>CN(C=O)C.C(OCC)(=O)C.O.C(#N)C>[CH:26]1([C:24](=[O:25])[CH:23]([N:17]2[CH2:18][CH2:19][CH:20]3[S:12][C:13](=[O:21])[CH:14]=[C:15]3[CH2:16]2)[C:29]2[CH:34]=[CH:33][CH:32]=[CH:31][C:30]=2[F:35])[CH2:28][CH2:27]1 |f:0.1|. Reported procedure: According to the process of the present invention the 5,6,7,7a-tetrahydro-4H-thieno[3,2-c]pyridine-2-on p-toluenesulfonate (HA=PTSA) of the formula (II) and the 2-bromo-1-cyclopropyl-2-(2-fluorphenyl)-ethanon of the formula (III) are stirred in an organic solvent, (preferably in DMF, THF, toluene, acetonitrile) by adding 1-3 mole equivalent, preferably 2-2.5 mole equivalents of amine, at 20-50° C., preferably 20-30° C., for 1-3, preferably 1-2 hours. The reaction mixture is then divided between ... The reactants are CC(C)(O)C(=O)Nc1ccc(Nc2ccccc2)cc1, O, O=S(=O)(O)O. The product is C=C(C)C(=O)Nc1ccc(Nc2ccccc2)cc1. Reaction SMILES: [NH:1]([c:2]1[cH:3][cH:4][cH:5][cH:6][cH:7]1)[c:8]1[cH:9][cH:10][c:11]([NH:14][C:15]([C:16]([CH3:17])([CH3:18])[OH:19])=[O:20])[cH:12][cH:13]1.[OH2:21].[S:22](=[O:23])(=[O:24])([OH:25])[OH:26]>>[NH:1]([c:2]1[cH:3][cH:4][cH:5][cH:6][cH:7]1)[c:8]1[cH:9][cH:10][c:11]([NH:14][C:15]([C:16](=[CH2:17])[CH3:18])=[O:20])[cH:12][cH:13]1. The reactants are OO (H2O2), O (H2O), COC=1C=C(C=C(C1OC)OC)C (3,4,5-trimethoxy-toluene), [N+](=O)(O)[O-] (HNO3). Reagents/catalysts: O.C1(=CC=C(C=C1)S(=O)(=O)O)C (para-toluenesulfonic acid monohydrate). Solvent: CC(=O)O (AcOH). Reaction conditions: temperature 75 celsius. Product: COC=1C(C=C(C(C1OC)=O)C)=O (2,3-Dimethoxy-5- methyl-[1,4]benzoquinone). The yield is 175.7%. RXN SMILES: [CH3:1][O:2][C:3]1[CH:4]=[C:5]([CH3:13])[CH:6]=[C:7]([O:11]C)[C:8]=1[O:9][CH3:10].OO.[N+]([O-])(O)=[O:17].O>CC(O)=O.O.C1(C)C=CC(S(O)(=O)=O)=CC=1>[CH3:10][O:9][C:8]1[C:7](=[O:11])[CH:6]=[C:5]([CH3:13])[C:4](=[O:17])[C:3]=1[O:2][CH3:1] |f:5.6|. Procedure details: To a round-bottom flask (20 mL) equipped with a reflux condenser was added a solution of commercial 3,4,5-trimethoxy-toluene (0.547 g, 3 mmol) in AcOH (3 mL), followed by para-toluenesulfonic acid monohydrate (57 mg, 0.3 mmol) as catalyst. The oxidant H2O2 (30%, 0.65 mL, 6 mmol) was then added. The reaction mixture was stirred and heated at 75° C. for 30 min. The resulting dark-red solution was cooled to 0-5° C., and concentrated HNO3 (90%, 1.5 mmol) was then slowly added. The cold solution was ... Reactants: ClC1=C(C=C2CC(C(C2=C1Cl)=O)C1=CC=C(C=C1)F)O (6,7-dichloro-5-hydroxy-2-(p-fluorophenyl)-1-indanone), BrCC(=O)OCC (ethyl bromoacetate). Product: ClC1=C(C=C2CC(C(C2=C1Cl)=O)C1=CC=C(C=C1)F)OCC(=O)OCC (Ethyl [6,7-dichloro-1-oxo-2-(p-fluorophenyl)-5-indanyloxy]acetate). Reaction SMILES: [Cl:1][C:2]1[C:10]([Cl:11])=[C:9]2[C:5]([CH2:6][CH:7]([C:13]3[CH:18]=[CH:17][C:16]([F:19])=[CH:15][CH:14]=3)[C:8]2=[O:12])=[CH:4][C:3]=1[OH:20].Br[CH2:22][C:23]([O:25][CH2:26][CH3:27])=[O:24]>>[Cl:1][C:2]1[C:10]([Cl:11])=[C:9]2[C:5]([CH2:6][CH:7]([C:13]3[CH:18]=[CH:17][C:16]([F:19])=[CH:15][CH:14]=3)[C:8]2=[O:12])=[CH:4][C:3]=1[O:20][CH2:22][C:23]([O:25][CH2:26][CH3:27])=[O:24]. Reported procedure: Reaction of 6,7-dichloro-5-hydroxy-2-(p-fluorophenyl)-1-indanone with ethyl bromoacetate according to the procedure of Example 1, STEP (a), affords the title compound. Crystallization from ethanol provides analytically pure material, m.p. 143°-144°. Starting materials: COC=1C=C(C=CC1OC)CCNC(CCC1=C(C=CC(=C1)OC)C#CC1=CC=CC=C1)C (N-[2-(3,4-dimethoxyphenyl)ethyl]-5-methoxy-α-methyl-2-(phenylethynyl)benzenepropanamine), [BH4-].[Na+] (sodium borohydride), COC=1C=C(C=CC1OC)CCNC(CCC1=C(C=CC(=C1)OC)C#CC1=CC=CC=C1)C (N-[2-(3,4-Dimethoxyphenyl)ethyl]-5-methoxy-α-methyl-2-(phenylethynyl)benzenepropanamine), C=O (formaldehyde). The solvent is CO (methanol). Yields the product COC=1C=C(C=CC1OC)CCN(C(CCC1=C(C=CC(=C1)OC)C#CC1=CC=CC=C1)C)C (N-[2-(3,4-Dimethoxyphenyl)ethyl]-5-methoxy-N,α-dimethyl-2-(phenylethynyl)benzenepropanamine). Reaction SMILES: [CH3:1][O:2][C:3]1[CH:4]=[C:5]([CH2:11][CH2:12][NH:13][CH:14]([CH3:33])[CH2:15][CH2:16][C:17]2[CH:22]=[C:21]([O:23][CH3:24])[CH:20]=[CH:19][C:18]=2[C:25]#[C:26][C:27]2[CH:32]=[CH:31][CH:30]=[CH:29][CH:28]=2)[CH:6]=[CH:7][C:8]=1[O:9][CH3:10].[CH2:34]=O.[BH4-].[Na+]>CO>[CH3:1][O:2][C:3]1[CH:4]=[C:5]([CH2:11][CH2:12][N:13]([CH3:34])[CH:14]([CH3:33])[CH2:15][CH2:16][C:17]2[CH:22]=[C:21]([O:23][CH3:24])[CH:20]=[CH:19][C:18]=2[C:25]#[C:26][C:27]2[CH:28]=[CH:29][CH:30]=[CH:31][CH:32]=2)[CH:6]=[CH:7][C:8]=1[O:9][CH3:10] |f:2.3|. Procedure details: A mixture of of N-[2-(3,4-dimethoxyphenyl)ethyl]-5-methoxy-α-methyl-2-(phenylethynyl)benzenepropanamine (0.3 g, 0.68 mmole), the free base of the product of Example 1e, and 37% aqueous formaldehyde (0.5 mL) were combined in absolute methanol (5 mL). With stirring, sodium borohydride (0.05 g, 1.3 mmole) was added, and the resulting reaction mixture stirred overnight. The mixture was concentrated in vacuo, the resulting residue dissolved in 5 mL of EtOAc, 5 mL of 1N sodium hydroxide was added and ...